Dataset: the Open Reaction Database (ORD), a public repository of structured organic reaction records. Task: describe an organic reaction: reactants, conditions, products, and yield The reactants are [OH-].[Na+] (sodium hydroxide), CC1=NOC(=C1C1=C(C=C2C(=C(C=NC2=C1)[N+](=O)[O-])NCC1=C(N=C(S1)C)C)OC)C (7-(3,5-dimethyl-4-isoxazolyl)-N-[(2,4-dimethyl-1,3-thiazol-5-yl)methyl]-6-(methyloxy)-3-nitro-4-quinolinamine), O.O.[Sn](Cl)Cl (Tin (II) chloride dihydrate), intermediate 69, Cl (hydrochloric acid). The solvent is O (water), C(C)O (ethanol). Reaction conditions: temperature 40 celsius, time 1 hour. The product is CC1=NOC(=C1C1=C(C=C2C(=C(C=NC2=C1)N)NCC1=C(N=C(S1)C)C)OC)C (7-(3,5-dimethyl-4-isoxazolyl)-N4-[(2,4-dimethyl-1,3-thiazol-5-yl)methyl]-6-(methyloxy)-3,4-quinolinediamine). As a reaction SMILES: [CH3:1][C:2]1[C:6]([C:7]2[CH:16]=[C:15]3[C:10]([C:11]([NH:20][CH2:21][C:22]4[S:26][C:25]([CH3:27])=[N:24][C:23]=4[CH3:28])=[C:12]([N+:17]([O-])=O)[CH:13]=[N:14]3)=[CH:9][C:8]=2[O:29][CH3:30])=[C:5]([CH3:31])[O:4][N:3]=1.Cl.O.O.[Sn](Cl)Cl.[OH-].[Na+]>C(O)C.O>[CH3:1][C:2]1[C:6]([C:7]2[CH:16]=[C:15]3[C:10]([C:11]([NH:20][CH2:21][C:22]4[S:26][C:25]([CH3:27])=[N:24][C:23]=4[CH3:28])=[C:12]([NH2:17])[CH:13]=[N:14]3)=[CH:9][C:8]=2[O:29][CH3:30])=[C:5]([CH3:31])[O:4][N:3]=1 |f:2.3.4,5.6|. Procedure details: To a solution of 7-(3,5-dimethyl-4-isoxazolyl)-N-[(2,4-dimethyl-1,3-thiazol-5-yl)methyl]-6-(methyloxy)-3-nitro-4-quinolinamine (for a preparation see intermediate 69, 1.13 g) in ethanol was added hydrochloric acid (2 ml, conc). Tin (II) chloride dihydrate (2.32 g) was added and the mixture was stirred at 40° C. for 1 h. The reaction mixture was cooled, diluted with water and basified using sodium hydroxide solution (1N). The formed precipitate was filtered through Celite and rinsed with DCM. The... Starting materials: C1(CC1)C(=O)NC1=NC=CC(=C1)OC1=CC=C2CCC(CC2=C1)NC(OC(C)(C)C)=O (tert-butyl [7-({2-[(cyclopropylcarbonyl)amino]pyridin-4-yl}oxy)-1,2,3,4-tetrahydronaphthalen-2-yl]carbamate), Cl (HCl). Run in O1CCOCC1 (dioxane). Reaction conditions: time 2 hour. The product is NC1CCC=2C=CC(=CC2C1)OC1=CC(=NC=C1)NC(=O)C1CC1 (N-{4-[(7-amino-5,6,7,8-tetrahydronaphthalen-2-yl)oxy]pyridin-2-yl}cyclopropanecarboxamide). As a reaction SMILES: [CH:1]1([C:4]([NH:6][C:7]2[CH:12]=[C:11]([O:13][C:14]3[CH:23]=[C:22]4[C:17]([CH2:18][CH2:19][CH:20]([NH:24]C(=O)OC(C)(C)C)[CH2:21]4)=[CH:16][CH:15]=3)[CH:10]=[CH:9][N:8]=2)=[O:5])[CH2:3][CH2:2]1.Cl>O1CCOCC1>[NH2:24][CH:20]1[CH2:21][C:22]2[CH:23]=[C:14]([O:13][C:11]3[CH:10]=[CH:9][N:8]=[C:7]([NH:6][C:4]([CH:1]4[CH2:2][CH2:3]4)=[O:5])[CH:12]=3)[CH:15]=[CH:16][C:17]=2[CH2:18][CH2:19]1. Procedure: To tert-butyl [7-({2-[(cyclopropylcarbonyl)amino]pyridin-4-yl}oxy)-1,2,3,4-tetrahydronaphthalen-2-yl]carbamate (4.0 g, 0.0071 mol) was added HCl in dioxane (4M, 15 ml). After 2 h at rt, the solvent was removed. N-{4-[(7-amino-5,6,7,8-tetrahydronaphthalen-2-yl)oxy]pyridin-2-yl}cyclopropanecarboxamide was obtained as off white solid and was used without further purification (2.8 g). 1H NMR (d6-DMSO, 400MHz, HCl salt) δ: 11.50 (s, 1H); 8.25 (s, 2H); 7.40 (s, 1H); 7.24 (d, 1H); 7.04 (d, 1H); 6.80 (d... Reactants: OCC=1C=C(CSC=2C=C(C=O)C=CC2)C=CC1 (3-[3-(hydroxymethyl)benzylthio]benzaldehyde), C1(=CC=C(C=C1)S(=O)(=O)C[N+]#[C-])C (p-toluenesulfonylmethyl isocyanide), C([O-])([O-])=O.[K+].[K+] (potassium carbonate). Product: O1C=NC=C1C=1C=C(C=CC1)SCC=1C=C(CO)C=CC1 (3-[3-(5-oxazolyl)phenylthiomethyl)benzyl alcohol). Isolated yield 84.3%. As a reaction SMILES: [OH:1][CH2:2][C:3]1[CH:4]=[C:5]([CH:16]=[CH:17][CH:18]=1)[CH2:6][S:7][C:8]1[CH:9]=[C:10]([CH:13]=[CH:14][CH:15]=1)[CH:11]=[O:12].C1(C)C=CC(S([CH2:28][N+:29]#[C-:30])(=O)=O)=CC=1.C(=O)([O-])[O-].[K+].[K+]>>[O:12]1[C:11]([C:10]2[CH:9]=[C:8]([S:7][CH2:6][C:5]3[CH:4]=[C:3]([CH:18]=[CH:17][CH:16]=3)[CH2:2][OH:1])[CH:15]=[CH:14][CH:13]=2)=[CH:30][N:29]=[CH:28]1 |f:2.3.4|. Procedure details: When the same reaction as in Referential Example 33 was carried out except using 172 mg of the resulting aldehyde compound, 130 mg of p-toluenesulfonylmethyl isocyanide and 92 mg of potassium carbonate, 167 mg (yield 84%) of the captioned compound wss obtained.